Task: describe an organic reaction: reactants, conditions, products, and yield. Dataset: the Open Reaction Database (ORD), a public repository of structured organic reaction records Reactants: C1CCC2=NCCCN2CC1, COCCOC, CS(=O)c1nc(N)nc(-c2ccco2)c1C#N, CN1CCCC(O)C1. Product: CN1CCCC(Oc2nc(N)nc(-c3ccco3)c2C#N)C1. As a reaction SMILES: [CH2:26]1[CH2:27][CH2:28][C:29]2=[N:34][CH2:33][CH2:32][CH2:31][N:30]2[CH2:35][CH2:36]1.[CH3:37][O:38][CH2:39][CH2:40][O:41][CH3:42].[NH2:1][c:2]1[n:3][c:4]([S:15]([CH3:16])=[O:17])[c:5]([C:13]#[N:14])[c:6](-[c:8]2[o:9][cH:10][cH:11][cH:12]2)[n:7]1.[OH:18][CH:19]1[CH2:20][N:21]([CH3:25])[CH2:22][CH2:23][CH2:24]1>>[NH2:1][c:2]1[n:3][c:4]([O:18][CH:19]2[CH2:20][N:21]([CH3:25])[CH2:22][CH2:23][CH2:24]2)[c:5]([C:13]#[N:14])[c:6](-[c:8]2[o:9][cH:10][cH:11][cH:12]2)[n:7]1. The reactants are NC(=O)C(F)(F)C(F)(F)Br, O=C([O-])[O-], CC(C)=O, O=[N+]([O-])c1cc(C(F)(F)F)cc([N+](=O)[O-])c1Cl, [K+], [K+], O. Yields the product O=C(Nc1c([N+](=O)[O-])cc(C(F)(F)F)cc1[N+](=O)[O-])C(F)(F)C(F)(F)Br. RXN SMILES: [Br:18][C:19]([C:20]([C:21](=[O:22])[NH2:23])([F:24])[F:25])([F:26])[F:27].[C:28](=[O:29])([O-:30])[O-:31].[CH3:35][C:36](=[O:37])[CH3:38].[Cl:1][c:2]1[c:3]([N+:15](=[O:16])[O-:17])[cH:4][c:5]([C:11]([F:12])([F:13])[F:14])[cH:6][c:7]1[N+:8](=[O:9])[O-:10].[K+:32].[K+:33].[OH2:34]>>[c:2]1([NH:23][C:21]([C:20]([C:19]([Br:18])([F:26])[F:27])([F:24])[F:25])=[O:22])[c:3]([N+:15](=[O:16])[O-:17])[cH:4][c:5]([C:11]([F:12])([F:13])[F:14])[cH:6][c:7]1[N+:8](=[O:9])[O-:10]. The reactants are C(CC)[C@@H]1CC[C@H](CC1)C1=CC=C(C=C1)C#C[Si](C)(C)C (1[-4-(trans-4-propylcyclohexyl)phenyl]-2-trimethylsilylacetylene), C([O-])([O-])=O.[K+].[K+] (potassium carbonate). The solvent is CO.CCOCC (methanol ether). Reaction conditions: time 1 hour. The product is C(CC)[C@@H]1CC[C@H](CC1)C1=CC=C(C=C1)C#C (4-(trans-4-propylcyclohexyl)phenylacetylene). As a reaction SMILES: [CH2:1]([C@H:4]1[CH2:9][CH2:8][C@H:7]([C:10]2[CH:15]=[CH:14][C:13]([C:16]#[C:17][Si](C)(C)C)=[CH:12][CH:11]=2)[CH2:6][CH2:5]1)[CH2:2][CH3:3].C(=O)([O-])[O-].[K+].[K+]>CO.CCOCC>[CH2:1]([C@H:4]1[CH2:9][CH2:8][C@H:7]([C:10]2[CH:11]=[CH:12][C:13]([C:16]#[CH:17])=[CH:14][CH:15]=2)[CH2:6][CH2:5]1)[CH2:2][CH3:3] |f:1.2.3,4.5|. Reported procedure: A mixture of 3.8 g of 1[-4-(trans-4-propylcyclohexyl)phenyl]-2-trimethylsilylacetylene, 0.4 g of potassium carbonate and 50 ml of methanol/ether (2:1) was stirred at room temperature for 1 hr. Then, the mixture was partitioned between water and ether and the organic phase was washed in succession with saturated sodium chloride solution and water, dried over magnesium sulfate, filtered over Celite and evaporated. After chromatography of the residue over 150 silica gel with cyclohexane 1.95 g of 4... Reactants: N[C@@H](CC1=CC=C(C=C1)O)C(=O)O (Tyr), N[C@@H](CCCNC(N)=N)C(=O)O (Arg). Product: N[C@@H](CC(C)C)C(=O)O (Leu). As a reaction SMILES: [NH2:1][C@H:2]([C:11]([OH:13])=[O:12])[CH2:3][C:4]1[CH:9]=CC(O)=C[CH:5]=1.N[C@H](C(O)=O)CCCNC(=N)N>>[NH2:1][C@H:2]([C:11]([OH:13])=[O:12])[CH2:3][CH:4]([CH3:9])[CH3:5]. Procedure: Tyr 0.85 (1); Arg 0.95 (1) The solvent is O (water). RXN SMILES: C1(C=CC=C(O)C=1)O.[OH-].[Na+].S([O:16][CH3:17])(OC)(=O)=O.C[C:19]1[CH:20]=[C:21]([O:25][CH3:26])[CH:22]=[CH:23][CH:24]=1>[Br-].C([N+](CCCC)(CCCC)CCCC)CCC.O>[CH3:26][O:25][C:21]1[CH:22]=[CH:23][CH:24]=[C:19]([O:16][CH3:17])[CH:20]=1 |f:1.2,5.6|. The reactants are C1(O)=CC(O)=CC=C1 (resorcinol), [OH-].[Na+] (sodium hydroxide), [OH-].[Na+] (sodium hydroxide), S(=O)(=O)(OC)OC (dimethyl sulfate), CC=1C=C(C=CC1)OC (3-methylanisole). The product is COC1=CC(=CC=C1)OC (1,3-Dimethoxybenzene). Procedure: An aqueous phase consisting of resorcinol (2.20 g, 20 millimoles, Lancaster, 99%), tetrabutyl-ammonium bromide (1.30 g, 50% w/w solution in water, 2 millimoles, Sachem 821 East Woodward, Austin, Tex. 78704), sodium hydroxide (5.01 g, 50% w/w solution in water, 60 millimoles, Aldrich), and water (248.83 g) was treated with a mixture of dimethyl sulfate (12.63 g, 100 millimoles, Aldrich, 99+%) and 3-methylanisole (GC standard, 0.750 g, 6 millimoles, Aldrich, 99%). The excess molar concentration of... Reagents/catalysts: [Br-].C(CCC)[N+](CCCC)(CCCC)CCCC (tetrabutyl-ammonium bromide). Reactants: CC(C)(C)[O-], CS(C)=O, CC(=O)C(C)Cl, [K+], COc1cc(Cc2cnc(N)nc2N)cc(O)c1OC. Yields the product COc1cc(Cc2cnc(N)nc2N)cc(OC(C)C(C)=O)c1OC. As a reaction SMILES: [CH3:21][C:22]([CH3:23])([O-:24])[CH3:25].[CH3:33][S:34](=[O:35])[CH3:36].[Cl:27][CH:28]([C:29]([CH3:30])=[O:31])[CH3:32].[K+:26].[NH2:1][c:2]1[n:3][cH:4][c:5]([CH2:9][c:10]2[cH:11][c:12]([OH:20])[c:13]([O:18][CH3:19])[c:14]([O:16][CH3:17])[cH:15]2)[c:6]([NH2:8])[n:7]1>>[NH2:1][c:2]1[n:3][cH:4][c:5]([CH2:9][c:10]2[cH:11][c:12]([O:20][CH:28]([C:29]([CH3:30])=[O:31])[CH3:32])[c:13]([O:18][CH3:19])[c:14]([O:16][CH3:17])[cH:15]2)[c:6]([NH2:8])[n:7]1. Starting materials: BrCc1ccc(Br)s1, [H-], O=[N+]([O-])c1cn2c(n1)OCC(O)C2, [Na+], CN(C)C=O. As a reaction SMILES: [Br:16][c:17]1[s:18][c:19]([CH2:22][Br:23])[cH:20][cH:21]1.[H-:2].[N+:3](=[O:4])([O-:5])[c:6]1[n:7][c:8]2[n:13]([cH:14]1)[CH2:12][CH:11]([OH:15])[CH2:10][O:9]2.[Na+:1].[O:24]=[CH:25][N:26]([CH3:27])[CH3:28]>>[N+:3](=[O:4])([O-:5])[c:6]1[n:7][c:8]2[n:13]([cH:14]1)[CH2:12][CH:11]([O:15][CH2:22][c:19]1[s:18][c:17]([Br:16])[cH:21][cH:20]1)[CH2:10][O:9]2. Product: O=[N+]([O-])c1cn2c(n1)OCC(OCc1ccc(Br)s1)C2.